Task: describe an organic reaction: reactants, conditions, products, and yield. Dataset: the Open Reaction Database (ORD), a public repository of structured organic reaction records Product: O=[N+]([O-])c1cnc(Br)c(Br)c1. Starting materials: O=[N+]([O-])c1cnc(O)c(Br)c1, O, BrP(Br)Br. Reaction SMILES: [Br:1][c:2]1[c:3]([OH:11])[n:4][cH:5][c:6]([N+:8](=[O:9])[O-:10])[cH:7]1.[OH2:16].[P:12]([Br:13])([Br:14])[Br:15]>>[Br:1][c:2]1[c:3]([Br:13])[n:4][cH:5][c:6]([N+:8](=[O:9])[O-:10])[cH:7]1. Starting materials: [Na].C(CC(=O)C(=O)OCC)(=O)OCC (diethyl oxalacetate sodium salt), Cl (hydrochloric acid), ClC=1C=CC2=C(C(=NCC(=N2)NN)C2=CC=CC=C2)C1 (7-chloro-2-hydrazino-5-phenyl-3H-1,4-benzodiazepine). Procedure details: An aqueous solution of 1.26 g. (0.006 mole) of diethyl oxalacetate sodium salt was acidified with hydrochloric acid and extracted with methylene chloride. The extract was dried over sodium sulfate and evaporated to dryness in vacuo. The resulting oil in 30 ml. of methanol under N2 was mixed with 0.812 g. (0.003 mole) of 7-chloro-2-hydrazino-5-phenyl-3H-1,4-benzodiazepine and allowed to stand at room temperature for 1.5 hours. The solution was evaporated in vacuo, dissolved in methylene chloride,... Yields the product ClC=1C=CC2=C(C(=NCC(=N2)NN=C(CC(=O)OCC)C(=O)OCC)C2=CC=CC=C2)C1 (7-chloro-2-[[1,2-bis-(ethoxycarbonyl)ethylidene]hydrazino]-5-phenyl-3H-1,4-benzodiazepine). Reaction conditions: time 1.5 hour. Reaction SMILES: [Na].[C:2]([O:12][CH2:13][CH3:14])(=[O:11])[CH2:3][C:4]([C:6]([O:8][CH2:9][CH3:10])=[O:7])=O.Cl.[Cl:16][C:17]1[CH:18]=[CH:19][C:20]2[N:26]=[C:25]([NH:27][NH2:28])[CH2:24][N:23]=[C:22]([C:29]3[CH:34]=[CH:33][CH:32]=[CH:31][CH:30]=3)[C:21]=2[CH:35]=1>>[Cl:16][C:17]1[CH:18]=[CH:19][C:20]2[N:26]=[C:25]([NH:27][N:28]=[C:4]([C:6]([O:8][CH2:9][CH3:10])=[O:7])[CH2:3][C:2]([O:12][CH2:13][CH3:14])=[O:11])[CH2:24][N:23]=[C:22]([C:29]3[CH:34]=[CH:33][CH:32]=[CH:31][CH:30]=3)[C:21]=2[CH:35]=1 |f:0.1,^1:0|. Reactants: CC(C)(C)OC(=O)N1CCNCC1, O=C1CCCN(Cc2ccccc2)C1, ClCCl, Cl, [Na+], [OH-], O. Yields the product CC(C)(C)OC(=O)N1CCN(C2CCCN(Cc3ccccc3)C2)CC1. As a reaction SMILES: [C:19](=[O:20])([O:21][C:22]([CH3:23])([CH3:24])[CH3:25])[N:26]1[CH2:27][CH2:28][NH:29][CH2:30][CH2:31]1.[CH2:5]([c:6]1[cH:7][cH:8][cH:9][cH:10][cH:11]1)[N:12]1[CH2:13][C:14](=[O:18])[CH2:15][CH2:16][CH2:17]1.[Cl:32][CH2:33][Cl:34].[ClH:4].[Na+:2].[OH-:1].[OH2:3]>>[CH2:5]([c:6]1[cH:7][cH:8][cH:9][cH:10][cH:11]1)[N:12]1[CH2:13][CH:14]([N:29]2[CH2:28][CH2:27][N:26]([C:19](=[O:20])[O:21][C:22]([CH3:23])([CH3:24])[CH3:25])[CH2:31][CH2:30]2)[CH2:15][CH2:16][CH2:17]1. Procedure: To a solution of diethyl malonate (0.54 g) in N,N-dimethylacetamide (10 ml) was added sodium hydride (60%; 135 mg), and the mixture was stirred at room temperature for 30 minutes. To the mixture was added 3,4-dihydro-7-nitro-2H-1,4-benzoxazine-4,5-dicarboxylic anhydride (0.73 g), and the mixture was stirred at 120° C. for 2 hours. The mixture was poured into diluted HCl, and the precipitates were collected and washed with water to afford yellow crystals of 2,3-dihydro-6-ethoxycarbonyl-7-hydroxy-... The solvent is CN(C(C)=O)C (N,N-dimethylacetamide). Reaction SMILES: [C:1]([O:9]CC)(=O)[CH2:2][C:3]([O:5][CH2:6][CH3:7])=[O:4].[H-].[Na+].[N+:14]([C:17]1[CH:18]=[C:19]2[O:24][CH2:23][CH2:22][N:21]3C([O:27][C:28]([C:30]([CH:31]=1)=[C:20]23)=O)=O)([O-:16])=[O:15].Cl>CN(C)C(=O)C>[CH2:6]([O:5][C:3]([C:2]1[C:1](=[O:9])[N:21]2[CH2:22][CH2:23][O:24][C:19]3[C:20]2=[C:30]([CH:31]=[C:17]([N+:14]([O-:16])=[O:15])[CH:18]=3)[C:28]=1[OH:27])=[O:4])[CH3:7] |f:1.2|. Starting materials: C(CC(=O)OCC)(=O)OCC (diethyl malonate), [H-].[Na+] (sodium hydride), Cl (HCl), [N+](=O)([O-])C=1C=C2C=3N(CCO2)C(=O)OC(=O)C3C1 (3,4-dihydro-7-nitro-2H-1,4-benzoxazine-4,5-dicarboxylic anhydride). Product: C(C)OC(=O)C1=C(C=2C=C(C=C3C2N(CCO3)C1=O)[N+](=O)[O-])O (2,3-dihydro-6-ethoxycarbonyl-7-hydroxy-9-nitro-5-oxo-5H-pyrido[1,2,3-de]-1,4-benzoxazine). Reaction conditions: time 30 minute. Yield: 91.0%. Starting materials: OC(CN1CC(C1)C(=O)OC(C)(C)C)C1=CC=C(C=C1)C1=NOC(=N1)C1=NOC(=C1CCC)C1=CC=CC=C1 (tert-butyl 1-(2-hydroxy-2-(4-(5-(5-phenyl-4-propylisoxazol-3-yl)-1,2,4-oxadiazol-3-yl)phenyl)ethyl)azetidine-3-carboxylate), C(=O)(C(F)(F)F)O (TFA). Run in C(Cl)Cl (DCM). Run at time 2 hour. The product is OC(CN1CC(C1)C(=O)O)C1=CC=C(C=C1)C1=NOC(=N1)C1=NOC(=C1CCC)C1=CC=CC=C1 (1-(2-hydroxy-2-(4-(5-(5-phenyl-4-propylisoxazol-3-yl)-1,2,4-oxadiazol-3-yl)phenyl)ethyl)azetidine-3-carboxylic acid). Yield: 112.4%. As a reaction SMILES: [OH:1][CH:2]([C:15]1[CH:20]=[CH:19][C:18]([C:21]2[N:25]=[C:24]([C:26]3[C:30]([CH2:31][CH2:32][CH3:33])=[C:29]([C:34]4[CH:39]=[CH:38][CH:37]=[CH:36][CH:35]=4)[O:28][N:27]=3)[O:23][N:22]=2)=[CH:17][CH:16]=1)[CH2:3][N:4]1[CH2:7][CH:6]([C:8]([O:10]C(C)(C)C)=[O:9])[CH2:5]1.C(O)(C(F)(F)F)=O>C(Cl)Cl>[OH:1][CH:2]([C:15]1[CH:16]=[CH:17][C:18]([C:21]2[N:25]=[C:24]([C:26]3[C:30]([CH2:31][CH2:32][CH3:33])=[C:29]([C:34]4[CH:35]=[CH:36][CH:37]=[CH:38][CH:39]=4)[O:28][N:27]=3)[O:23][N:22]=2)=[CH:19][CH:20]=1)[CH2:3][N:4]1[CH2:5][CH:6]([C:8]([OH:10])=[O:9])[CH2:7]1. Reported procedure: To tert-butyl 1-(2-hydroxy-2-(4-(5-(5-phenyl-4-propylisoxazol-3-yl)-1,2,4-oxadiazol-3-yl)phenyl)ethyl)azetidine-3-carboxylate (8 mg, 0.015 mmol) was added DCM (2 mL) and TFA (2.000 mL). The reaction mixture was stirred 2 hours. Next, the solvent was removed and the remaining contents were freeze dried from MeCN to yield 8 mg of 1-(2-hydroxy-2-(4-(5-(5-phenyl-4-propylisoxazol-3-yl)-1,2,4-oxadiazol-3-yl)phenyl)ethyl)azetidine-3-carboxylic acid as a TFA salt. 1H NMR (400 MHz, DMSO-d6) δ ppm 8.19 (2... The reactants are CCO, ClCCl, O=C(c1ccccc1)c1ccc([N+](=O)[O-])cc1. Yields the product Nc1ccc(C(=O)c2ccccc2)cc1. RXN SMILES: [CH2:21]([OH:22])[CH3:23].[Cl:18][CH2:19][Cl:20].[N+:1]([O-:2])(=[O:3])[c:4]1[cH:5][cH:6][c:7]([C:8](=[O:9])[c:10]2[cH:11][cH:12][cH:13][cH:14][cH:15]2)[cH:16][cH:17]1>>[NH2:1][c:4]1[cH:5][cH:6][c:7]([C:8](=[O:9])[c:10]2[cH:11][cH:12][cH:13][cH:14][cH:15]2)[cH:16][cH:17]1. The reactants are BrB(Br)Br, ClCCl, COc1cc(F)c2c(c1)C1(COCC(N)=N1)c1cc(-c3cccnc3F)ccc1O2. Product: NC1=NC2(COC1)c1cc(-c3cccnc3F)ccc1Oc1c(F)cc(O)cc12. As a reaction SMILES: [B:31]([Br:32])([Br:33])[Br:34].[Cl:35][CH2:36][Cl:37].[F:1][c:2]1[cH:3][c:4]([O:29][CH3:30])[cH:5][c:6]2[c:7]1[O:8][c:9]1[cH:10][cH:11][c:12](-[c:22]3[c:23]([F:28])[n:24][cH:25][cH:26][cH:27]3)[cH:13][c:14]1[C:15]21[CH2:16][O:17][CH2:18][C:19]([NH2:21])=[N:20]1>>[F:1][c:2]1[cH:3][c:4]([OH:29])[cH:5][c:6]2[c:7]1[O:8][c:9]1[cH:10][cH:11][c:12](-[c:22]3[c:23]([F:28])[n:24][cH:25][cH:26][cH:27]3)[cH:13][c:14]1[C:15]21[CH2:16][O:17][CH2:18][C:19]([NH2:21])=[N:20]1.